This data is from the Open Reaction Database (ORD), a public repository of structured organic reaction records. The task is: describe an organic reaction: reactants, conditions, products, and yield Reactants: C(C)(C)(C)OC(=O)N1CCC(CC1)C1=C(C=CC=C1)O (1-(tert-Butyloxycarbonyl)-4-(2-hydroxyphenyl)piperidine), CC(C)([O-])C.[K+] (potassium tert-butoxide), CC(C)([O-])C.[K+] (potassium tert-butoxide), IC(C)C (2-iodopropane). The solvent is C1CCOC1 (THF). Reaction conditions: time 8 hour. Product: CC(C)OC1=C(C=CC=C1)C1CCNCC1 (4-[2-(2-propyloxy)phenyl]piperidine). Yield: 65.8%. As a reaction SMILES: C(OC([N:8]1[CH2:13][CH2:12][CH:11]([C:14]2[CH:19]=[CH:18][CH:17]=[CH:16][C:15]=2[OH:20])[CH2:10][CH2:9]1)=O)(C)(C)C.[CH3:21][C:22](C)([O-])[CH3:23].[K+].IC(C)C>C1COCC1>[CH3:21][CH:22]([O:20][C:15]1[CH:16]=[CH:17][CH:18]=[CH:19][C:14]=1[CH:11]1[CH2:10][CH2:9][NH:8][CH2:13][CH2:12]1)[CH3:23] |f:1.2|. Reported procedure: To a solution of 1-(tert-Butyloxycarbonyl)-4-(2-hydroxyphenyl)piperidine 5a (5 g) in dry THF (100 ml) was added potassium tert-butoxide (2.2 g). After stirring for 5 minutes 2-iodopropane (9 g) was added and the mixture was refluxed for 3 hours. Additionally 1.1 g of potassium tert-butoxide was added and reflux was continued overnight. After cooling to room temperature inorganic salts were filtered off and the solvents evaporated in vacuo. The remaining oil was purified by filtering through sili... Reactants: O=C(C=Cc1cccc(Cl)c1)c1cc(Br)ccc1O, CCO, [Na+], [OH-], O. The product is O=C1CC(c2cccc(Cl)c2)Oc2ccc(Br)cc21. Reaction SMILES: [Br:1][c:2]1[cH:3][cH:4][c:5]([OH:19])[c:6]([C:8]([CH:9]=[CH:10][c:11]2[cH:12][c:13]([Cl:17])[cH:14][cH:15][cH:16]2)=[O:18])[cH:7]1.[CH3:23][CH2:24][OH:25].[Na+:21].[OH-:20].[OH2:22]>>[Br:1][c:2]1[cH:3][cH:4][c:5]2[c:6]([cH:7]1)[C:8](=[O:18])[CH2:9][CH:10]([c:11]1[cH:12][c:13]([Cl:17])[cH:14][cH:15][cH:16]1)[O:19]2. The reactants are ClC=1C=C2C(C(NC2=CC1)=O)=O (5-chloroisatin), [Cl-].[Al+3].[Cl-].[Cl-] (aluminum chloride), C1=CC=CC=C1 (benzene). The product is ClC=1C=C2C(C(NC2=CC1)=O)(C1=CC=CC=C1)C1=CC=CC=C1 (5-Chloro-1,3-dihydro-3,3-diphenylindol-2-one). As a reaction SMILES: [Cl:1][C:2]1[CH:3]=[C:4]2[C:8](=[CH:9][CH:10]=1)[NH:7][C:6](=[O:11])[C:5]2=O.[Cl-].[Al+3].[Cl-].[Cl-].[CH:17]1[CH:22]=[CH:21][CH:20]=[CH:19][CH:18]=1>>[Cl:1][C:2]1[CH:3]=[C:4]2[C:8](=[CH:9][CH:10]=1)[NH:7][C:6](=[O:11])[C:5]2([C:2]1[CH:3]=[CH:4][CH:8]=[CH:9][CH:10]=1)[C:17]1[CH:22]=[CH:21][CH:20]=[CH:19][CH:18]=1 |f:1.2.3.4|. Reported procedure: This compound is prepared by the method described in Helv. Chim. Acta, 1946, 29, 415-431, by the reaction of benzene with 5-chloroisatin in the presence of aluminum chloride. M.p.=281° C. The product is CC(C)(C)C(NC(=O)c1ccc(Cl)cc1)Nc1c(Nc2cccnc2)c(=O)c1=O. RXN SMILES: [K+:39].[K+:40].[NH2:1][c:2]1[c:3](=[O:14])[c:4](=[O:13])[c:5]1[NH:6][c:7]1[cH:8][n:9][cH:10][cH:11][cH:12]1.[O-:41][C:42]([O-:43])=[O:44].[n:15]1([CH:24]([C:25]([CH3:26])([CH3:27])[CH3:28])[NH:29][C:30]([c:31]2[cH:32][cH:33][c:34]([Cl:37])[cH:35][cH:36]2)=[O:38])[c:16]2[cH:17][cH:18][cH:19][cH:20][c:21]2[n:22][n:23]1>>[NH:1]([c:2]1[c:3](=[O:14])[c:4](=[O:13])[c:5]1[NH:6][c:7]1[cH:8][n:9][cH:10][cH:11][cH:12]1)[CH:24]([C:25]([CH3:26])([CH3:27])[CH3:28])[NH:29][C:30]([c:31]1[cH:32][cH:33][c:34]([Cl:37])[cH:35][cH:36]1)=[O:38]. Reactants: [K+], [K+], Nc1c(Nc2cccnc2)c(=O)c1=O, O=C([O-])[O-], CC(C)(C)C(NC(=O)c1ccc(Cl)cc1)n1nnc2ccccc21.